describe an organic reaction: reactants, conditions, products, and yield From a dataset of the Open Reaction Database (ORD), a public repository of structured organic reaction records. Reactants: C[O-], CNC, CO, [Na+], COC(=O)c1csc(CO)c1. The product is CN(C)C(=O)c1csc(CO)c1. Reaction SMILES: [CH3:12][O-:13].[CH3:15][NH:16][CH3:17].[CH3:18][OH:19].[Na+:14].[OH:1][CH2:2][c:3]1[cH:4][c:5]([C:8]([O:10][CH3:9])=[O:11])[cH:6][s:7]1>>[OH:1][CH2:2][c:3]1[cH:4][c:5]([C:8](=[O:10])[N:16]([CH3:15])[CH3:17])[cH:6][s:7]1.